Dataset: the Open Reaction Database (ORD), a public repository of structured organic reaction records. Task: describe an organic reaction: reactants, conditions, products, and yield The reactants are Cl.NCC1=C2C(N(C(C2=CC=C1)=O)C1C(NC(CC1)=O)=O)=O (4-aminomethyl-2-(2,6-dioxo-piperidin-3-yl)-isoindole-1,3-dione hydrochloride), FC1=C(C(=O)Cl)C=CC=C1C(F)(F)F (2-fluoro-3-trifluoromethyl-benzoyl chloride), C(C)(C)N(CC)C(C)C (diisopropylethylamine). Solvent: C(Cl)Cl (methylene chloride). Conditions: time 8 hour. The product is O=C1NC(CCC1N1C(C2=CC=CC(=C2C1=O)CNC(C1=C(C(=CC=C1)C(F)(F)F)F)=O)=O)=O (N-[2-(2,6-dioxo-piperidin-3-yl)-1,3-dioxo-2,3-dihydro-1H-isoindol-4-ylmethyl]-2-fluoro-3-trifluoromethyl-benzamide). Yield: 76.2%. Reaction SMILES: Cl.[NH2:2][CH2:3][C:4]1[CH:12]=[CH:11][CH:10]=[C:9]2[C:5]=1[C:6](=[O:22])[N:7]([CH:14]1[CH2:19][CH2:18][C:17](=[O:20])[NH:16][C:15]1=[O:21])[C:8]2=[O:13].[F:23][C:24]1[C:32]([C:33]([F:36])([F:35])[F:34])=[CH:31][CH:30]=[CH:29][C:25]=1[C:26](Cl)=[O:27].C(N(C(C)C)CC)(C)C>C(Cl)Cl>[O:21]=[C:15]1[CH:14]([N:7]2[C:6](=[O:22])[C:5]3[C:9](=[CH:10][CH:11]=[CH:12][C:4]=3[CH2:3][NH:2][C:26](=[O:27])[C:25]3[CH:29]=[CH:30][CH:31]=[C:32]([C:33]([F:34])([F:35])[F:36])[C:24]=3[F:23])[C:8]2=[O:13])[CH2:19][CH2:18][C:17](=[O:20])[NH:16]1 |f:0.1|. Procedure: To a stirred suspension of 4-aminomethyl-2-(2,6-dioxo-piperidin-3-yl)-isoindole-1,3-dione hydrochloride (0.7 g, 2.2 mmol) and 2-fluoro-3-trifluoromethyl-benzoyl chloride (0.6 g, 2.8 mmol) in dry methylene chloride (60 mL), was added diisopropylethylamine (0.7 g, 5.4 mmol). The mixture was stirred at room temperature overnight then quenched with methanol (1 mL). The resulting suspension was filtered and the solid was washed with methylene chloride to afford N-[2-(2,6-dioxo-piperidin-3-yl)-1,3-dio... Starting materials: Cc1cc(N2CC(S(=O)(=O)c3ccc(F)cc3C(F)(F)F)CC2C(=O)NC2(C#N)CC2)n(C2CCOCC2)n1, CN1CCNCC1. Yields the product Cc1cc(N2CC(S(=O)(=O)c3ccc(N4CCN(C)CC4)cc3C(F)(F)F)CC2C(=O)NC2(C#N)CC2)n(C2CCOCC2)n1. RXN SMILES: [C:1](#[N:2])[C:3]1([NH:6][C:7](=[O:8])[CH:9]2[N:10]([c:28]3[n:29]([CH:34]4[CH2:35][CH2:36][O:37][CH2:38][CH2:39]4)[n:30][c:31]([CH3:33])[cH:32]3)[CH2:11][CH:12]([S:14](=[O:15])(=[O:16])[c:17]3[c:18]([C:24]([F:25])([F:26])[F:27])[cH:19][c:20]([F:23])[cH:21][cH:22]3)[CH2:13]2)[CH2:4][CH2:5]1.[CH3:40][N:41]1[CH2:42][CH2:43][NH:44][CH2:45][CH2:46]1>>[C:1](#[N:2])[C:3]1([NH:6][C:7](=[O:8])[CH:9]2[N:10]([c:28]3[n:29]([CH:34]4[CH2:35][CH2:36][O:37][CH2:38][CH2:39]4)[n:30][c:31]([CH3:33])[cH:32]3)[CH2:11][CH:12]([S:14](=[O:15])(=[O:16])[c:17]3[c:18]([C:24]([F:25])([F:26])[F:27])[cH:19][c:20]([N:44]4[CH2:43][CH2:42][N:41]([CH3:40])[CH2:46][CH2:45]4)[cH:21][cH:22]3)[CH2:13]2)[CH2:4][CH2:5]1. Starting materials: ice water, S(=O)(Cl)Cl (thionyl chloride), ClC=1N=NC(=CC1C(=O)O)Cl (3,6-dichloro-pyridazine-4-carboxylic acid), [Cl-].[Cl-].[Cl-].[Al+3] (aluminium trichloride), CC1=CC=CC2=C1NC(O2)=O (4-methyl-3H-benzoxazol-2-one). The solvent is ClCCCl (1,2-dichloroethane). Conditions: temperature 100 celsius, time 1 hour. Product: ClC=1N=NC(=CC1C(=O)C1=CC2=C(NC(O2)=O)C(=C1)C)Cl (6-(3.6-dichloro-pyridazine-4-carbonyl)-4-methyl-3H-benzoxazol-2-one). RXN SMILES: S(Cl)(Cl)=O.[Cl:5][C:6]1[N:7]=[N:8][C:9]([Cl:15])=[CH:10][C:11]=1[C:12](O)=[O:13].[Cl-].[Cl-].[Cl-].[Al+3].[CH3:20][C:21]1[C:26]2[NH:27][C:28](=[O:30])[O:29][C:25]=2[CH:24]=[CH:23][CH:22]=1>ClCCCl>[Cl:5][C:6]1[N:7]=[N:8][C:9]([Cl:15])=[CH:10][C:11]=1[C:12]([C:23]1[CH:22]=[C:21]([CH3:20])[C:26]2[NH:27][C:28](=[O:30])[O:29][C:25]=2[CH:24]=1)=[O:13] |f:2.3.4.5|. Procedure details: 2.00 mL (27.4 mmol) thionyl chloride were added to 1.92 g (9.95 mmol) 3,6-dichloro-pyridazine-4-carboxylic acid in 10 mL 1,2-dichloroethane and the mixture was refluxed for 2 h. The reaction mixture was evaporated to dryness and coevaporated with 1,2-dichloroethane. Then 5.30 g (39.8 mmol) aluminium trichloride and 1.56 g (10.5 mmol) 4-methyl-3H-benzoxazol-2-one were added and the mixture was stirred for 1 h at 100° C. under a nitrogen atmosphere. Then it was stirred for a further 2 h at 120° C.... Starting materials: C([O-])([O-])=O.[Na+].[Na+] (sodium carbonate), CS(=O)C (dimethylsulfoxide), ICCCOC/C=C/C1=CC2=C(OCCO2)C=C1 (trans-2,3-dihydro-6-[3-(3-iodopropoxy)prop-1-en-1-yl]benzo[1,4]dioxine), N1CCCCC1 (piperidine). Product: N1CCCCC1 (piperidine), C(C(=O)[O-])(=O)[O-] (oxalate). As a reaction SMILES: ICCCOC/C=C/C1C=CC2OCC[O:16][C:11]=2C=1.[NH:19]1[CH2:24][CH2:23][CH2:22][CH2:21][CH2:20]1.[C:25](=[O:28])([O-:27])[O-].[Na+].[Na+].CS(C)=[O:33]>>[NH:19]1[CH2:24][CH2:23][CH2:22][CH2:21][CH2:20]1.[C:11]([O-:16])(=[O:33])[C:25]([O-:27])=[O:28] |f:2.3.4|. Procedure details: A Following the procedure described in example 7§B, but starting from trans-2,3-dihydro-6-[3-(3-iodopropoxy)prop-1-en-1-yl]benzo[1,4]dioxine (200 mg), piperidine (165 μL) and sodium carbonate (294 mg) in dimethylsulfoxide (1.8 mL) affords 172 mg of 1-{3-[3-(2,3-dihydrobenzo[1,4]dioxin-6-yl)allyl]oxy}propyl)piperidine, oxalate melting at 120° C. As a reaction SMILES: [CH3:1]/[C:2](/[CH2:12][CH2:13]/[CH:14]=[C:15](/[CH3:22])\[CH2:16][CH2:17][CH:18]=[C:19]([CH3:21])[CH3:20])=[CH:3]/[CH2:4][O:5][CH:6]1[CH2:11][CH2:10][CH2:9][CH2:8][O:7]1.O.BrN1C(=[O:30])CCC1=O>C(COC)OC>[CH3:20][C:19]([CH:18]([OH:30])[CH2:17][CH2:16]/[C:15](/[CH3:22])=[CH:14]\[CH2:13][CH2:12]/[C:2](/[CH3:1])=[CH:3]\[CH2:4][O:5][CH:6]1[CH2:11][CH2:10][CH2:9][CH2:8][O:7]1)=[CH2:21]. Run at time 2 hour. Product: CC(=C)C(CC\C(=C/CC\C(=C/COC1OCCCC1)\C)\C)O ((6Z,10Z)-2,6,10-trimethyl-12 -[(tetrahydro-2H-pyran-2-yl)oxy]-1,6,10-dodecatrien-3-ol). Reactants: O (water), O (water), BrN1C(CCC1=O)=O (N-bromosuccinimide), C/C(=C/COC1OCCCC1)/CC\C=C(/CCC=C(C)C)\C (tetrahydro-2-[[(2Z,6Z)-3,7,11-trimethyl-2,6,10-dodecatrienyl]oxy]-2H-pyran). Solvent: C(OC)COC (monoglyme). Reported procedure: A solution of 2 g (0.0065 mol) of tetrahydro-2-[[(2Z,6Z)-3,7,11-trimethyl-2,6,10-dodecatrienyl]oxy]-2H-pyran dissolved in 13 ml of monoglyme and 2.6 ml of water is treated portionwise at -10° with 1.3 g of N-bromosuccinimide. The mixture is subsequently stirred at 0° for 1/4 hour and at room temperature for 2 hours. The reaction solution is poured into 100 ml of water and extracted with ethyl acetate. The organic phase is washed with saturated sodium chloride solution. After drying and removing ... The product is NC(C(=O)OCC)(CC=C)C1=CC(=C(C=C1)Cl)Cl (ethyl 2-amino-2-(3,4-dichlorophenyl)-4-pentenoate). Procedure details: 4N HCl-1,4-dioxane (308 mL) and water (65 mL) were added to ethyl 2-(benzylidene-amino)-2-(3,4-dichlorophenyl)-4-pentenoate (518 g), followed by stirring at room temperature for 3 hours. The reaction mixture was concentrated under reduced pressure. Water (1 L) and 1N aqueous hydrochloric acid (500 mL) were added to the residue, and the mixture was washed with diisopropyl ether (500 mL) three times. 25% Aqueous sodium hydroxide (250 mL) was added to the aqueous layer to adjust the pH to 9. The re... Solvent: O (water). Starting materials: Cl.O1CCOCC1 (HCl 1,4-dioxane), C(C1=CC=CC=C1)=NC(C(=O)OCC)(CC=C)C1=CC(=C(C=C1)Cl)Cl (ethyl 2-(benzylidene-amino)-2-(3,4-dichlorophenyl)-4-pentenoate). Run at time 3 hour. As a reaction SMILES: Cl.O1CCOCC1.C(=[N:15][C:16]([C:25]1[CH:30]=[CH:29][C:28]([Cl:31])=[C:27]([Cl:32])[CH:26]=1)([CH2:22][CH:23]=[CH2:24])[C:17]([O:19][CH2:20][CH3:21])=[O:18])C1C=CC=CC=1>O>[NH2:15][C:16]([C:25]1[CH:30]=[CH:29][C:28]([Cl:31])=[C:27]([Cl:32])[CH:26]=1)([CH2:22][CH:23]=[CH2:24])[C:17]([O:19][CH2:20][CH3:21])=[O:18] |f:0.1|. The yield is 58.2%.